Dataset: the Open Reaction Database (ORD), a public repository of structured organic reaction records. Task: describe an organic reaction: reactants, conditions, products, and yield The reactants are CN1[C@H](C[C@H](CC1)O)C1=C(C=C(C=C1)C(CCCCCC)(C)C)OCC1=CC=CC=C1 (N-methyl-cis-2-[2-benzyloxy-4-(1,1-dimethylheptyl)phenyl]-4-piperidinol). The reagents and catalysts are [Pd] (palladium on carbon). Yields the product CN1[C@H](C[C@H](CC1)O)C1=C(C=C(C=C1)C(CCCCCC)(C)C)O (N-Methyl-cis-2-[4-(1,1-dimethylheptyl)-2-hydroxyphenyl]-4-piperidinol). Isolated yield 84.1%. Reaction SMILES: [CH3:1][N:2]1[CH2:7][CH2:6][C@H:5]([OH:8])[CH2:4][C@@H:3]1[C:9]1[CH:14]=[CH:13][C:12]([C:15]([CH3:23])([CH3:22])[CH2:16][CH2:17][CH2:18][CH2:19][CH2:20][CH3:21])=[CH:11][C:10]=1[O:24]CC1C=CC=CC=1>[Pd]>[CH3:1][N:2]1[CH2:7][CH2:6][C@H:5]([OH:8])[CH2:4][C@@H:3]1[C:9]1[CH:14]=[CH:13][C:12]([C:15]([CH3:23])([CH3:22])[CH2:16][CH2:17][CH2:18][CH2:19][CH2:20][CH3:21])=[CH:11][C:10]=1[OH:24]. Procedure: Using the procedure of Example 4, 1.13 g (2.68 mmole) of N-methyl-cis-2-[2-benzyloxy-4-(1,1-dimethylheptyl)phenyl]-4-piperidinol and 452 mg of 5% palladium on carbon (50% wet) affords 0.752 g (84%) of the title compound as an oil. The reactants are Cl, Cl[Cu], O=N[O-], N#N, N#Cc1c(Cl)c(N)cc2[nH]c(=O)c(=O)[nH]c12, [Na+], O. The product is N#Cc1c(Cl)c(Cl)cc2[nH]c(=O)c(=O)[nH]c12. Reaction SMILES: [ClH:23].[Cu:25][Cl:26].[N:17]([O-:18])=[O:19].[N:21]#[N:22].[NH2:1][c:2]1[c:3]([Cl:16])[c:4]([C:14]#[N:15])[c:5]2[nH:6][c:7](=[O:13])[c:8](=[O:12])[nH:9][c:10]2[cH:11]1.[Na+:20].[OH2:24]>>[c:2]1([Cl:23])[c:3]([Cl:16])[c:4]([C:14]#[N:15])[c:5]2[nH:6][c:7](=[O:13])[c:8](=[O:12])[nH:9][c:10]2[cH:11]1.